This data is from the Open Reaction Database (ORD), a public repository of structured organic reaction records. The task is: describe an organic reaction: reactants, conditions, products, and yield The reactants are O=C1CCC(CC1)C(=O)OCC (ethyl 4-oxocyclohexanecarboxylate), BrC(F)(F)Br (dibromodifluoromethane), C1(=CC=CC=C1)P(C1=CC=CC=C1)C1=CC=CC=C1 (triphenylphosphine), N#N (N2). Reagents/catalysts: [Zn] (zinc). Solvent: CN(C(C)=O)C (N,N-dimethylacetamide), CN(C(C)=O)C (N,N-dimethylacetamide), C(Cl)Cl (DCM). Run at time 1 hour. Yields the product FC(=C1CCC(CC1)C(=O)OCC)F (ethyl 4-(difluoromethylene)cyclohexanecarboxylate). Isolated yield 2.5%. As a reaction SMILES: O=[C:2]1[CH2:7][CH2:6][CH:5]([C:8]([O:10][CH2:11][CH3:12])=[O:9])[CH2:4][CH2:3]1.Br[C:14](Br)([F:16])[F:15].C1(P(C2C=CC=CC=2)C2C=CC=CC=2)C=CC=CC=1.N#N>CN(C)C(=O)C.C(Cl)Cl.[Zn]>[F:15][C:14]([F:16])=[C:2]1[CH2:7][CH2:6][CH:5]([C:8]([O:10][CH2:11][CH3:12])=[O:9])[CH2:4][CH2:3]1. Procedure: To a solution of ethyl 4-oxocyclohexanecarboxylate (0.47 mL, 2.94 mmol) and dibromodifluoromethane (0.54 mL, 5.88 mmol) in N,N-dimethylacetamide (3.5 mL) was added triphenylphosphine (1.54 g, 5.88 mmol) in N,N-dimethylacetamide (3.5 mL) dropwise under N2 at 0° C. over 15 min. The reaction mixture was stirred at ambient temperature for 1 h, then zinc (0.384 g, 5.88 mmol) was added over 1 min. The mixture was stirred at rt for 20 min and then heated at 70° C. for 16 hr. The reaction was diluted wi...